This data is from the Open Reaction Database (ORD), a public repository of structured organic reaction records. The task is: describe an organic reaction: reactants, conditions, products, and yield Product: Cc1cc(C(CC2CCC2)C(=O)Nc2ccn(CC(C)(C)O)n2)ccc1S(C)(=O)=O. As a reaction SMILES: [CH2:46]([Cl:47])[Cl:48].[CH3:49][N:50]([CH3:51])[CH:52]=[O:53].[CH:1]1([CH2:5][CH:6]([C:7](=[O:8])[OH:9])[c:10]2[cH:11][c:12]([CH3:20])[c:13]([S:16](=[O:17])(=[O:18])[CH3:19])[cH:14][cH:15]2)[CH2:2][CH2:3][CH2:4]1.[Cl:21][C:22]([C:23]([Cl:24])=[O:25])=[O:26].[NH2:27][c:28]1[n:29][n:30]([CH2:33][C:34]([CH3:35])([OH:36])[CH3:37])[cH:31][cH:32]1.[n:38]1[c:39]([CH3:40])[cH:41][cH:42][cH:43][c:44]1[CH3:45]>>[CH:1]1([CH2:5][CH:6]([C:7](=[O:9])[NH:27][c:28]2[n:29][n:30]([CH2:33][C:34]([CH3:35])([OH:36])[CH3:37])[cH:31][cH:32]2)[c:10]2[cH:11][c:12]([CH3:20])[c:13]([S:16](=[O:17])(=[O:18])[CH3:19])[cH:14][cH:15]2)[CH2:2][CH2:3][CH2:4]1. The reactants are ClCCl, CN(C)C=O, Cc1cc(C(CC2CCC2)C(=O)O)ccc1S(C)(=O)=O, O=C(Cl)C(=O)Cl, CC(C)(O)Cn1ccc(N)n1, Cc1cccc(C)n1. Starting materials: C(C)(C)(C)C1(CC=C(C=C1)CN1C(C(=C(C=C1C)OCC1=C(C=C(C=C1)F)F)Br)=O)NC([O-])=O (1-tert-butyl-4-{[3-bromo-4-[(2,4-difluorobenzyl)oxy]-6-methyl-2-oxopyridin-1(2H)-yl]methyl}phenylcarbamate), O1CCOCC1 (dioxane). The solvent is C(C)OCC (diethyl ether), Cl (HCl). Reaction conditions: time 1 hour. Product: NC1=CC=C(CN2C(C(=C(C=C2C)OCC2=C(C=C(C=C2)F)F)Br)=O)C=C1 (1-(4-aminobenzyl)-3-bromo-4-[(2,4-difluorobenzyl)oxy]-6-methylpyridin-2(1H)-one). The yield is 69.1%. Reaction SMILES: C([C:5]1([NH:31]C(=O)[O-])[CH:10]=[CH:9][C:8]([CH2:11][N:12]2[C:17]([CH3:18])=[CH:16][C:15]([O:19][CH2:20][C:21]3[CH:26]=[CH:25][C:24]([F:27])=[CH:23][C:22]=3[F:28])=[C:14]([Br:29])[C:13]2=[O:30])=[CH:7][CH2:6]1)(C)(C)C.O1CCOCC1>Cl.C(OCC)C>[NH2:31][C:5]1[CH:6]=[CH:7][C:8]([CH2:11][N:12]2[C:17]([CH3:18])=[CH:16][C:15]([O:19][CH2:20][C:21]3[CH:26]=[CH:25][C:24]([F:27])=[CH:23][C:22]=3[F:28])=[C:14]([Br:29])[C:13]2=[O:30])=[CH:9][CH:10]=1. Reported procedure: 1-tert-butyl-4-{[3-bromo-4-[(2,4-difluorobenzyl)oxy]-6-methyl-2-oxopyridin-1(2H)-yl]methyl}phenylcarbamate (Step 1) (6.14 g, 11.47 mmol) was suspended in 4N HCl in dioxane (5.74 mL, 22.94 mmol). The reaction mixture was stirred at room temperature for 1 hour then diluted with diethyl ether. The precipitate was collected by filtration and washed with diethyl ether (3×30 mL) to afford a tan solid (3.45 g, 69%). 1H NMR (400 MHz, DMF-d6) δ 7.64 (app dt, J=6.58, 8.59 Hz, 1H), 7.31 (ddd, J=2.55, 9.53,...